Dataset: the Open Reaction Database (ORD), a public repository of structured organic reaction records. Task: describe an organic reaction: reactants, conditions, products, and yield Starting materials: COC12CC3N(C(CC(C1)C3)C2)C(=O)OC(C)(C)C (tert-butyl 5-methoxy-2-azatricyclo[3.3.1.13,7]decane-2-carboxylate), FC(C(=O)O)(F)F (trifluoroacetic acid). The solvent is C(Cl)Cl (DCM). Run at temperature 0 celsius, time 4 hour. Yields the product COC12CC3NC(CC(C1)C3)C2 (5-methoxy-2-azatricyclo[3.3.1.13,7]decane). Yield: 95.0%. RXN SMILES: [CH3:1][O:2][C:3]12[CH2:12][CH:7]3[CH2:8][CH:9]([CH2:11][CH:5]([N:6]3C(OC(C)(C)C)=O)[CH2:4]1)[CH2:10]2.FC(F)(F)C(O)=O>C(Cl)Cl>[CH3:1][O:2][C:3]12[CH2:4][CH:5]3[CH2:11][CH:9]([CH2:8][CH:7]([NH:6]3)[CH2:12]1)[CH2:10]2. Procedure details: To a 50 mL RB flask fitted with magnetic stirrer was charged tert-butyl 5-methoxy-2-azatricyclo[3.3.1.13,7]decane-2-carboxylate, Intermediate-17 (0.1 g, 0.037 mmol) in DCM (5 mL). Then reaction mixture was cooled to 0° C. and trifluoroacetic acid (0.22 g, 1.8 mmol) was added and stirred for 4 hours. After completion of the reaction (reaction was monitored by LCMS) reaction mixture was concentrated followed by trituration with mixture of hexane:ether (1:1) to give Intermediate-18 (0.09 g, yield=9... Starting materials: CC(C)(C)P(Cl)C(C)(C)C, Cc1ccccc1, CC(C)Cl, Cl[Cu], [Mg], C1CCOC1, O=S(=O)(O)O. Yields the product CC(C)P(C(C)(C)C)C(C)(C)C. As a reaction SMILES: [C:1]([CH3:2])([CH3:3])([CH3:4])[P:5]([C:6]([CH3:7])([CH3:8])[CH3:9])[Cl:10].[CH3:28][c:29]1[cH:30][cH:31][cH:32][cH:33][cH:34]1.[CH:11]([CH3:12])([CH3:13])[Cl:14].[Cl:26][Cu:27].[Mg:15].[O:21]1[CH2:22][CH2:23][CH2:24][CH2:25]1.[S:16](=[O:17])(=[O:18])([OH:19])[OH:20]>>[C:1]([CH3:2])([CH3:3])([CH3:4])[P:5]([C:6]([CH3:7])([CH3:8])[CH3:9])[CH:11]([CH3:12])[CH3:13]. Starting materials: NC1=NC(=CC=C1C(=O)C1=C(C=CC(=C1)F)OC)Cl ((2-Amino-6-chloro-pyridin-3-yl)-(5-fluoro-2-methoxy-phenyl)-methanone), NC1CCN(CC1)CC1=CC=CC=C1 (4-amino-1-benzylpiperidine). Product: NC1=NC(=CC=C1C(=O)C1=C(C=CC(=C1)F)OC)NC1CCN(CC1)CC1=CC=CC=C1 ([2-Amino-6-(1-benzyl-piperidin-4-ylamino)-pyridin-3-yl]-(5-fluoro-2-methoxy-phenyl)-methanone). Reaction SMILES: [NH2:1][C:2]1[C:7]([C:8]([C:10]2[CH:15]=[C:14]([F:16])[CH:13]=[CH:12][C:11]=2[O:17][CH3:18])=[O:9])=[CH:6][CH:5]=[C:4](Cl)[N:3]=1.[NH2:20][CH:21]1[CH2:26][CH2:25][N:24]([CH2:27][C:28]2[CH:33]=[CH:32][CH:31]=[CH:30][CH:29]=2)[CH2:23][CH2:22]1>>[NH2:1][C:2]1[C:7]([C:8]([C:10]2[CH:15]=[C:14]([F:16])[CH:13]=[CH:12][C:11]=2[O:17][CH3:18])=[O:9])=[CH:6][CH:5]=[C:4]([NH:20][CH:21]2[CH2:26][CH2:25][N:24]([CH2:27][C:28]3[CH:33]=[CH:32][CH:31]=[CH:30][CH:29]=3)[CH2:23][CH2:22]2)[N:3]=1. Procedure: The title compound was prepared from (2-amino-6-chloropyridin-3-yl)-(5-fluoro-2-methoxyphenyl)methanone (Example 19) and 4-amino-1-benzylpiperidine (Ardrich) using the procedure described in Step B. Example 6. HRMS, observed: 435.2196, Calcd for (M+H)+: 435.2191. Reactants: FC1=C(C=CC=C1)N1NC=2[C@@]3(CC[C@H](C2C1=O)C3(C)C)C ((4S,7R)-2-(2-fluoro-phenyl)-7,8,8-trimethyl-1,2,4,5,6,7-hexahydro-4,7-methano-indazol-3-one), FC1=C(C=CC=C1)N1NC=2[C@@]3(CC[C@H](C2C1=O)C3(C)C)C ((4S,7R)-2-(2-fluoro-phenyl)-7,8,8-trimethyl-1,2,4,5,6,7-hexahydro-4,7-methano-indazol-3-one), IC(C)C (2-iodopropane). Run in CN(C=O)C (N,N-dimethylformamide), C([O-])(O)=O.[Na+] (sodium bicarbonate). Run at temperature 100 celsius, time 18 hour. Product: FC1=C(C=CC=C1)N1N(C=2[C@@]3(CC[C@H](C2C1=O)C3(C)C)C)C(C)C ((4S,7R)-2-(2-fluoro-phenyl)-1-isopropyl-7,8,8-trimethyl-1,2,4,5,6,7-hexahydro-4,7-methano-indazol-3-one). The yield is 4.1%. RXN SMILES: [F:1][C:2]1[CH:7]=[CH:6][CH:5]=[CH:4][C:3]=1[N:8]1[C:16](=[O:17])[C:15]2[C@@H:14]3[C:18]([CH3:20])([CH3:19])[C@@:11]([CH3:21])([CH2:12][CH2:13]3)[C:10]=2[NH:9]1.I[CH:23]([CH3:25])[CH3:24]>CN(C)C=O.C(=O)(O)[O-].[Na+]>[F:1][C:2]1[CH:7]=[CH:6][CH:5]=[CH:4][C:3]=1[N:8]1[C:16](=[O:17])[C:15]2[C@@H:14]3[C:18]([CH3:20])([CH3:19])[C@@:11]([CH3:21])([CH2:12][CH2:13]3)[C:10]=2[N:9]1[CH:23]([CH3:25])[CH3:24] |f:3.4|. Procedure: A mixture of a (4S,7R)-2-(2-fluoro-phenyl)-7,8,8-trimethyl-1,2,4,5,6,7-hexahydro-4,7-methano-indazol-3-one (Intermediate 12; 150 mg, 0.52 mmol) and 2-iodopropane (105 μL, 1.05 mmol) in N,N-dimethylformamide (2 mL) in a microwave reaction tube was heated to 100° C. and stirred for 18 h. The reaction mixture was allowed to cool, diluted with saturated sodium bicarbonate, and extracted twice with ethyl acetate. The organic extracts were combined, washed with water and brine, dried (magnesium sulfat... Reactants: ClC1=CC=C(C=C1)C1=C(C=CC(=N1)C(=O)O)OCC1CC1 (6-(4-chloro-phenyl)-5-cyclopropylmethoxy-pyridine-2-carboxylic acid), Cl.Cl.CC(C)C=1SC=C(N1)CN (2-(1-methylethyl)-4-thiazole-methanamine dihydrochloride). Product: C(C)(C)C=1SC=C(N1)CNC(=O)C1=NC(=C(C=C1)OCC1CC1)C1=CC=C(C=C1)Cl (6-(4-chloro-phenyl)-5-cyclopropylmethoxy-pyridine-2-carboxylic acid (2-isopropyl-thiazol-4-ylmethyl)-amide). RXN SMILES: [Cl:1][C:2]1[CH:7]=[CH:6][C:5]([C:8]2[N:13]=[C:12]([C:14]([OH:16])=O)[CH:11]=[CH:10][C:9]=2[O:17][CH2:18][CH:19]2[CH2:21][CH2:20]2)=[CH:4][CH:3]=1.Cl.Cl.[CH3:24][CH:25]([C:27]1[S:28][CH:29]=[C:30]([CH2:32][NH2:33])[N:31]=1)[CH3:26]>>[CH:25]([C:27]1[S:28][CH:29]=[C:30]([CH2:32][NH:33][C:14]([C:12]2[CH:11]=[CH:10][C:9]([O:17][CH2:18][CH:19]3[CH2:21][CH2:20]3)=[C:8]([C:5]3[CH:4]=[CH:3][C:2]([Cl:1])=[CH:7][CH:6]=3)[N:13]=2)=[O:16])[N:31]=1)([CH3:26])[CH3:24] |f:1.2.3|. Reported procedure: The title compound was synthesized in analogy to Example 41, using 6-(4-chloro-phenyl)-5-cyclopropylmethoxy-pyridine-2-carboxylic acid (example AW) and 2-(1-methylethyl)-4-thiazole-methanamine dihydrochloride (CAN 1171981-10-4) as starting materials, LC-MS (peak area/EIC) 97.9%, 442.0 (M+H)+. The reactants are FC(CO)=CC1=CC=CC=C1 (2-fluoro-3-phenyl-2-propen-1-ol), P(Br)(Br)Br (phosphorus tribromide). The solvent is CCOCC (ether). Reaction conditions: time 2 hour. Product: FC(CBr)=CC1=CC=CC=C1 (2-fluoro-3-phenyl-2-propen-1-yl bromide). RXN SMILES: [F:1][C:2](=[CH:5][C:6]1[CH:11]=[CH:10][CH:9]=[CH:8][CH:7]=1)[CH2:3]O.P(Br)(Br)[Br:13]>CCOCC>[F:1][C:2](=[CH:5][C:6]1[CH:11]=[CH:10][CH:9]=[CH:8][CH:7]=1)[CH2:3][Br:13]. Reported procedure: To the above alcohol (1.27 g, 8.34 mmol) in 50 ml ether at 0° under nitrogen is added phosphorus tribromide (2.25 g, 8.31 mmol). The reaction mixture is stirred about 2 hours as followed by TLC. The reaction mixture is worked up by pouring onto ice, then extracting with ether/water. The aqueous layer is extracted with ether. The combined ether phases are washed with water and brine, dried (Na2SO4) and evaporated to yield 2-fluoro-3-phenyl-2-propen-1-yl bromide.